Dataset: the Open Reaction Database (ORD), a public repository of structured organic reaction records. Task: describe an organic reaction: reactants, conditions, products, and yield Run in CO (methanol). Yield: 45.3%. Procedure details: 1 g of 7-chloro-1-(β-chloroethyl)-2-chloromethyl-5-(2-furyl)-2,3-dihydro-1H-1,4-benzodiazepine in 40 ml of methanol is left to react with 0.8 g of methylamine at 50° C. for 3 hours. The reaction mixture is then worked up as described in Example 7. On purification by chromatography, the fractions containing the more highly polar title compound are separated off. 0.4 g of 1,2,3,4,4a,5-hexahydro-9-chloro-3-methyl-7-(2-furyl)-pyrazino[1,2-a][1,4]benzodiazepine is obtained therefrom. Yields the product ClC=1C=CC2=C(C(=NCC3N2CCN(C3)C)C=3OC=CC3)C1 (1,2,3,4,4a,5-hexahydro-9-chloro-3-methyl-7-(2-furyl)-pyrazino[1,2-a][1,4]benzodiazepine). Starting materials: ClC=1C=CC2=C(C(=NCC(N2CCCl)CCl)C=2OC=CC2)C1 (7-chloro-1-(β-chloroethyl)-2-chloromethyl-5-(2-furyl)-2,3-dihydro-1H-1,4-benzodiazepine), CN (methylamine). Reaction SMILES: [Cl:1][C:2]1[CH:3]=[CH:4][C:5]2[N:11]([CH2:12][CH2:13]Cl)[CH:10]([CH2:15]Cl)[CH2:9][N:8]=[C:7]([C:17]3[O:18][CH:19]=[CH:20][CH:21]=3)[C:6]=2[CH:22]=1.[CH3:23][NH2:24]>CO>[Cl:1][C:2]1[CH:3]=[CH:4][C:5]2[N:11]3[CH2:12][CH2:13][N:24]([CH3:23])[CH2:15][CH:10]3[CH2:9][N:8]=[C:7]([C:17]3[O:18][CH:19]=[CH:20][CH:21]=3)[C:6]=2[CH:22]=1. Reactants: C1=C(C=CC2=CC=CC=C12)CC(=O)O (2-naphthylacetic acid), Cl.C(C(C)C)OC([C@@H](N)C)=O (L-alanine iso-butyl ester hydrochloride). Product: C(C(C)C)OC([C@@H](NC(CC1=CC2=CC=CC=C2C=C1)=O)C)=O (N-[(2-naphthyl)acetyl]-L-alanine iso-butyl ester). As a reaction SMILES: [CH:1]1[C:10]2[C:5](=[CH:6][CH:7]=[CH:8][CH:9]=2)[CH:4]=[CH:3][C:2]=1[CH2:11][C:12]([OH:14])=O.Cl.[CH2:16]([O:20][C:21](=[O:25])[C@H:22]([CH3:24])[NH2:23])[CH:17]([CH3:19])[CH3:18]>>[CH2:16]([O:20][C:21](=[O:25])[C@H:22]([CH3:24])[NH:23][C:12](=[O:14])[CH2:11][C:2]1[CH:3]=[CH:4][C:5]2[C:10](=[CH:9][CH:8]=[CH:7][CH:6]=2)[CH:1]=1)[CH:17]([CH3:19])[CH3:18] |f:1.2|. Procedure details: Following General Procedure BB and using 2-naphthylacetic acid (Aldrich) and L-alanine iso-butyl ester hydrochloride (from Example BB above), the title compound was prepared as a solid having a melting point of 128°-129° C. The reaction was monitored by tlc on silica gel and purification was by extraction with Et2O followed by washes with aqueous K2CO3 and aqueous HCl. Reactants: ClC1=C(C(=NC=N1)N1CCC(CC1)C(CC#N)N1N=CC(=C1)C=1C2=C(N=CN1)NC=C2)C (3-[1-(6-chloro-5-methylpyrimidin-4-yl)piperidin-4-yl]-3-[4-(7H-pyrrolo[2,3-d]pyrimidin-4-yl)-1H-pyrazol-1-yl]propanenitrile), NC1=CC=CC=C1 (Aniline). Yields the product N(C1=CC=CC=C1)C1=C(C(=NC=N1)N1CCC(CC1)C(CC#N)N1N=CC(=C1)C=1C2=C(N=CN1)NC=C2)C (3-[1-(6-anilino-5-methylpyrimidin-4-yl)piperidin-4-yl]-3-[4-(7H-pyrrolo[2,3-d]pyrimidin-4-yl)-1H-pyrazol-1-yl]propanenitrile). Yield: 35.2%. Reaction SMILES: Cl[C:2]1[N:7]=[CH:6][N:5]=[C:4]([N:8]2[CH2:13][CH2:12][CH:11]([CH:14]([N:18]3[CH:22]=[C:21]([C:23]4[C:24]5[CH:31]=[CH:30][NH:29][C:25]=5[N:26]=[CH:27][N:28]=4)[CH:20]=[N:19]3)[CH2:15][C:16]#[N:17])[CH2:10][CH2:9]2)[C:3]=1[CH3:32].[NH2:33][C:34]1[CH:39]=[CH:38][CH:37]=[CH:36][CH:35]=1>>[NH:33]([C:2]1[N:7]=[CH:6][N:5]=[C:4]([N:8]2[CH2:13][CH2:12][CH:11]([CH:14]([N:18]3[CH:22]=[C:21]([C:23]4[C:24]5[CH:31]=[CH:30][NH:29][C:25]=5[N:26]=[CH:27][N:28]=4)[CH:20]=[N:19]3)[CH2:15][C:16]#[N:17])[CH2:10][CH2:9]2)[C:3]=1[CH3:32])[C:34]1[CH:39]=[CH:38][CH:37]=[CH:36][CH:35]=1. Procedure details: A solution of 3-[1-(6-chloro-5-methylpyrimidin-4-yl)piperidin-4-yl]-3-[4-(7H-pyrrolo[2,3-d]pyrimidin-4-yl)-1H-pyrazol-1-yl]propanenitrile (0.0081 g, 0.018 mmol) in Aniline (95 uL, 1.0 mmol) was heated at 180° C. for 2.5 hours. The reaction was purified by preparative-LCMS (pH 10) to give 3.2 mg white solid (35% yield). 1H NMR (400 MHz, DMSO): δ 12.05 (1H, br); 8.77 (1H, s); 8.61 (1H, s); 8.58 (1H, s); 8.15 (1H, s); 8.1 (1H, s); 7.55 (1H, d); 7.53 (2H, m); 7.2 (2H, t); 6.92 (1H, d); 6.9 (1H, m); ... Reactants: Fc1cc(Cl)cc(Br)c1Br, C1CCOC1, CCCCCCC, Cl, CN(C)C=O. Product: O=Cc1c(F)cc(Cl)cc1Br. RXN SMILES: [Br:1][c:2]1[c:3]([Br:10])[c:4]([F:9])[cH:5][c:6]([Cl:8])[cH:7]1.[CH2:11]1[CH2:13][CH2:12][CH2:14][O:15]1.[CH3:22][CH2:23][CH2:24][CH2:25][CH2:26][CH2:27][CH3:28].[ClH:21].[O:16]=[CH:17][N:18]([CH3:19])[CH3:20]>>[Br:1][c:2]1[c:3]([CH:14]=[O:15])[c:4]([F:9])[cH:5][c:6]([Cl:8])[cH:7]1.